The task is: describe an organic reaction: reactants, conditions, products, and yield. This data is from the Open Reaction Database (ORD), a public repository of structured organic reaction records. Reactants: O (water), CN(C=O)C (Dimethyl formamide), N1=CNC(C2=C1C=CS2)=O (3H-thieno[3,2-d]pyrimidin-4-one), C(C(=O)Cl)(=O)Cl (oxalyl chloride). Solvent: ClC(C)Cl (dichloroethane). Product: ClC=1C2=C(N=CN1)C=CS2 (4-chloro-thieno[3,2-d]pyrimidine). Yield: 75.7%. Reaction SMILES: CN(C)C=O.[C:6]([Cl:11])(=O)[C:7](Cl)=O.[N:12]1[C:17]2[CH:18]=[CH:19][S:20]C=2C(=O)[NH:14][CH:13]=1.O>ClC(Cl)C>[Cl:11][C:6]1[C:7]2[S:20][CH:19]=[CH:18][C:17]=2[N:12]=[CH:13][N:14]=1. Procedure: Dimethyl formamide (6.6 mL, 85.4 mmol) in 50 mL of dichloroethane was cooled to 0° C. and oxalyl chloride (62 mL, 124 mmol, 2M in dichloromethane) was added slowly over several minutes forming a white gel. 3H-thieno[3,2-d]pyrimidin-4-one (5.90 g, 38.8 mmol) was added and the reaction mixture was heated to reflux. After 2.5 hours the mixture was cooled to room temperature and poured into water. The product was extracted into dichloromethane (3×100 mL), dried over sodium sulfate, and concentrated ... The reactants are NC1=C(C=CC=C1)O (o-aminophenol), N1=CC=CC=C1 (pyridine), C(C)C1=CC(=C(C(=O)Cl)C=C1)F (4-ethyl-2-fluorobenzoyl chloride). Solvent: C1=CC=CC=C1 (benzene), ice water. Run at time 8 hour. Product: C(C)C1=CC(=C(C(=O)NC2=C(C=CC=C2)O)C=C1)F (4-ethyl-2-fluoro-2'-hydroxybenzanilide). RXN SMILES: [NH2:1][C:2]1[CH:7]=[CH:6][CH:5]=[CH:4][C:3]=1[OH:8].N1C=CC=CC=1.[CH2:15]([C:17]1[CH:25]=[CH:24][C:20]([C:21](Cl)=[O:22])=[C:19]([F:26])[CH:18]=1)[CH3:16]>C1C=CC=CC=1>[CH2:15]([C:17]1[CH:25]=[CH:24][C:20]([C:21]([NH:1][C:2]2[CH:7]=[CH:6][CH:5]=[CH:4][C:3]=2[OH:8])=[O:22])=[C:19]([F:26])[CH:18]=1)[CH3:16]. Procedure details: To a solution of 13.08 gm. of o-aminophenol in 150 cc. of dry pyridine which is cooled in ice water is added a solution of 4-ethyl-2-fluorobenzoyl chloride (prepared from 20.0 gm. of acid and thionyl chloride) in 30 cc. of dry benzene. The mixture is stirred at room temperature overnight and then concentrated in vacuo. The residue is treated with water and the precipitate collected by filtration to give crude 4-ethyl-2-fluoro-2'-hydroxybenzanilide which was characterized by infra red spectra the... The reactants are O=C([O-])[O-], CO, Nc1cc(Cl)nc(N)n1, [Cs+], [Cs+], C1COCCO1, COC(=O)c1ccc(O)cc1. The product is COC(=O)c1ccc(Oc2cc(N)nc(N)n2)cc1. As a reaction SMILES: [C:29](=[O:30])([O-:31])[O-:32].[CH3:21][OH:22].[Cl:12][c:13]1[n:14][c:15]([NH2:20])[n:16][c:17]([NH2:19])[cH:18]1.[Cs+:33].[Cs+:34].[O:23]1[CH2:24][CH2:25][O:26][CH2:27][CH2:28]1.[OH:1][c:2]1[cH:3][cH:4][c:5]([C:6](=[O:7])[O:8][CH3:9])[cH:10][cH:11]1>>[O:1]([c:2]1[cH:3][cH:4][c:5]([C:6](=[O:7])[O:8][CH3:9])[cH:10][cH:11]1)[c:13]1[n:14][c:15]([NH2:20])[n:16][c:17]([NH2:19])[cH:18]1. The reactants are CCCCS(=O)(=O)c1nnnn1-c1ccccc1, CN([SiH](C)C)[Si](C)(C)C, COCCOC, CC(C)(C)OC(=O)NC1CCC(C=O)CC1, [K], O. Yields the product CCCC=CC1CCC(NC(=O)OC(C)(C)C)CC1. Reaction SMILES: [CH2:1]([CH2:2][CH2:3][CH3:4])[S:5]([c:6]1[n:7](-[c:8]2[cH:9][cH:10][cH:11][cH:12][cH:13]2)[n:14][n:15][n:16]1)(=[O:17])=[O:18].[CH3:20][SiH:21]([CH3:22])[N:23]([CH3:24])[Si:25]([CH3:26])([CH3:27])[CH3:28].[CH3:46][O:47][CH2:48][CH2:49][O:50][CH3:51].[CH:29](=[O:30])[CH:31]1[CH2:32][CH2:33][CH:34]([NH:37][C:38]([O:39][C:40]([CH3:41])([CH3:42])[CH3:43])=[O:44])[CH2:35][CH2:36]1.[K:19].[OH2:45]>>[CH:1]([CH2:2][CH2:3][CH3:4])=[CH:29][CH:31]1[CH2:32][CH2:33][CH:34]([NH:37][C:38]([O:39][C:40]([CH3:41])([CH3:42])[CH3:43])=[O:44])[CH2:35][CH2:36]1. Starting materials: COc1cccc(Nc2c(C(N)=O)cnc3c(C)cc(S(=O)(=O)c4cccc(C(=O)Nc5ccc(CCNCC(O)c6ccc(OCc7ccccc7)c7[nH]c(=O)ccc67)cc5)c4)cc23)c1, COc1cccc(Nc2c(C(N)=O)cnc3c(C)cc(S(=O)(=O)c4cccc(CN(C)C(=O)c5cccc(CC(C)(C)NCC(O[Si](C)(C)C(C)(C)C)c6ccc(OCc7ccccc7)c7[nH]c(=O)ccc67)c5)c4)cc23)c1. Yields the product COc1cccc(Nc2c(C(N)=O)cnc3c(C)cc(S(=O)(=O)c4cccc(CN(C)C(=O)c5cccc(CC(C)(C)NCC(O)c6ccc(OCc7ccccc7)c7[nH]c(=O)ccc67)c5)c4)cc23)c1. RXN SMILES: [CH2:1]([O:2][c:3]1[cH:4][cH:5][c:6]([CH:7]([OH:8])[CH2:9][NH:10][CH2:11][CH2:12][c:13]2[cH:14][cH:15][c:16]([NH:17][C:18]([c:19]3[cH:20][c:21]([S:22]([c:23]4[cH:24][c:25]5[c:26]([c:27]([CH3:28])[cH:29]4)[n:30][cH:31][c:32]([C:33]([NH2:34])=[O:35])[c:36]5[NH:37][c:38]4[cH:39][cH:40][cH:41][c:42]([O:43][CH3:44])[cH:45]4)(=[O:46])=[O:47])[cH:48][cH:49][cH:50]3)=[O:51])[cH:52][cH:53]2)[c:54]2[c:55]1[nH:56][c:57](=[O:58])[cH:59][cH:60]2)[c:61]1[cH:62][cH:63][cH:64][cH:65][cH:66]1.[CH2:67]([c:68]1[cH:69][cH:70][cH:71][cH:72][cH:73]1)[O:74][c:75]1[cH:76][cH:77][c:78]([CH:86]([CH2:87][NH:88][C:89]([CH2:90][c:91]2[cH:92][c:93]([C:94](=[O:95])[N:96]([CH3:97])[CH2:98][c:99]3[cH:100][c:101]([S:105](=[O:106])(=[O:107])[c:108]4[cH:109][c:110]5[c:111]([NH:122][c:123]6[cH:124][c:125]([O:129][CH3:130])[cH:126][cH:127][cH:128]6)[c:112]([C:119](=[O:120])[NH2:121])[cH:113][n:114][c:115]5[c:116]([CH3:118])[cH:117]4)[cH:102][cH:103][cH:104]3)[cH:131][cH:132][cH:133]2)([CH3:134])[CH3:135])[O:136][Si:137]([C:138]([CH3:139])([CH3:140])[CH3:141])([CH3:142])[CH3:143])[c:79]2[cH:80][cH:81][c:82](=[O:85])[nH:83][c:84]12>>[CH2:67]([c:68]1[cH:69][cH:70][cH:71][cH:72][cH:73]1)[O:74][c:75]1[cH:76][cH:77][c:78]([CH:86]([CH2:87][NH:88][C:89]([CH2:90][c:91]2[cH:92][c:93]([C:94](=[O:95])[N:96]([CH3:97])[CH2:98][c:99]3[cH:100][c:101]([S:105](=[O:106])(=[O:107])[c:108]4[cH:109][c:110]5[c:111]([NH:122][c:123]6[cH:124][c:125]([O:129][CH3:130])[cH:126][cH:127][cH:128]6)[c:112]([C:119](=[O:120])[NH2:121])[cH:113][n:114][c:115]5[c:116]([CH3:118])[cH:117]4)[cH:102][cH:103][cH:104]3)[cH:131][cH:132][cH:133]2)([CH3:134])[CH3:135])[OH:136])[c:79]2[cH:80][cH:81][c:82](=[O:85])[nH:83][c:84]12.